Dataset: the Open Reaction Database (ORD), a public repository of structured organic reaction records. Task: describe an organic reaction: reactants, conditions, products, and yield The reactants are BrC=1C(=NC(=NC1)NC1=C(C=C(C=C1C)C)C)NC1=CC=C(C#N)C=C1 (4-[[5-bromo-2-[(2,4,6-trimethylphenyl)amino]-4-pyrimidinyl]amino]benzonitrile), NC1=CC=C(C#N)C=C1 (4-aminobenzonitrile), O1CCOCC1 (1,4-dioxane), CCOCC (ether), Cl (HCl), C(C)OCC (diethyl ether). Yields the product BrC=1C(=NC(=NC1)NC1=CC=C(C#N)C=C1)NC1=C(C=C(C=C1C)C)C (4-[[5-bromo-4-[(2,4,6-trimethylphenyl)amino]-2-pyrimidinyl]amino]benzonitrile). Yield: 13.0%. As a reaction SMILES: [Br:1][C:2]1[C:3]([NH:18][C:19]2[CH:26]=[CH:25][C:22]([C:23]#N)=[CH:21]C=2)=[N:4][C:5](NC2C(C)=CC(C)=CC=2C)=[N:6][CH:7]=1.CCO[CH2:30][CH3:31].Cl.[NH2:33][C:34]1[CH:41]=[CH:40][C:37]([C:38]#[N:39])=[CH:36][CH:35]=1.O1CCOC[CH2:43]1>>[Br:1][C:2]1[C:3]([NH:18][C:19]2[C:26]([CH3:43])=[CH:25][C:22]([CH3:23])=[CH:21][C:30]=2[CH3:31])=[N:4][C:5]([NH:33][C:34]2[CH:41]=[CH:40][C:37]([C:38]#[N:39])=[CH:36][CH:35]=2)=[N:6][CH:7]=1. Procedure details: To a flask containing intermediate 2 (0.00285 mop was added ether. To this homogeneous solution was added HCl in diethyl ether (1M; 0.00855 mol). The solvent was evaporated and 1,4-dioxane (20 ml) was added. Finally, 4-aminobenzonitrile (0.00291 mol) and 1,4-dioxane (15 ml) were added and the reaction mixture was stirred and refluxed for seven days. The solvent was evaporated, the residue dissolved in CH2Cl2, washed with 1 M NaOH, and the solvent evaporated. The residue was dissolved in CH2Cl2 (... Starting materials: CN(C)C=O, OC1CN(C(c2ccccc2)c2ccccc2)C1, ClC(c1ccccc1)c1ccccc1, [H-], [Na+], O. Yields the product c1ccc(C(OC2CN(C(c3ccccc3)c3ccccc3)C2)c2ccccc2)cc1, Cl. Reaction SMILES: [CH3:36][N:37]([CH3:38])[CH:39]=[O:40].[CH:1]([c:2]1[cH:3][cH:4][cH:5][cH:6][cH:7]1)([c:8]1[cH:9][cH:10][cH:11][cH:12][cH:13]1)[N:14]1[CH2:15][CH:16]([OH:18])[CH2:17]1.[CH:21]([c:22]1[cH:23][cH:24][cH:25][cH:26][cH:27]1)([c:28]1[cH:29][cH:30][cH:31][cH:32][cH:33]1)[Cl:34].[H-:19].[Na+:20].[OH2:35]>>[CH:1]([c:2]1[cH:3][cH:4][cH:5][cH:6][cH:7]1)([c:8]1[cH:9][cH:10][cH:11][cH:12][cH:13]1)[N:14]1[CH2:15][CH:16]([O:18][CH:21]([c:22]2[cH:23][cH:24][cH:25][cH:26][cH:27]2)[c:28]2[cH:29][cH:30][cH:31][cH:32][cH:33]2)[CH2:17]1.[ClH:34].